This data is from the Open Reaction Database (ORD), a public repository of structured organic reaction records. The task is: describe an organic reaction: reactants, conditions, products, and yield The reactants are COCCO, [Cl-], O=Cc1ccc(F)c(F)c1, [H-], [NH4+], [Na+], CN(C)C=O. Product: COCCOc1ccc(C=O)cc1F. As a reaction SMILES: [CH3:3][O:4][CH2:5][CH2:6][OH:7].[Cl-:18].[F:8][c:9]1[cH:10][c:11]([CH:12]=[O:13])[cH:14][cH:15][c:16]1[F:17].[H-:2].[NH4+:19].[Na+:1].[O:20]=[CH:21][N:22]([CH3:23])[CH3:24]>>[CH3:3][O:4][CH2:5][CH2:6][O:7][c:16]1[c:9]([F:8])[cH:10][c:11]([CH:12]=[O:13])[cH:14][cH:15]1. Starting materials: FC1=CC=C(C#N)C=C1 (4-fluorobenzonitrile), [N-]=[N+]=[N-].[Na+] (NaN3). The solvent is CS(=O)C (DMSO), O (water). The product is N(=[N+]=[N-])C1=CC=C(C#N)C=C1 (4-azidobenzonitrile). Isolated yield 48.7%. RXN SMILES: F[C:2]1[CH:9]=[CH:8][C:5]([C:6]#[N:7])=[CH:4][CH:3]=1.[N-:10]=[N+:11]=[N-:12].[Na+]>CS(C)=O.O>[N:10]([C:2]1[CH:9]=[CH:8][C:5]([C:6]#[N:7])=[CH:4][CH:3]=1)=[N+:11]=[N-:12] |f:1.2|. Procedure details: A solution of 4-fluorobenzonitrile (10.0 g, 82.57 mmol, 1.00 equiv) and NaN3 (6.0 g, 92.29 mmol, 1.12 equiv) in DMSO (100 mL) was stirred at 100° C. for 2 h. The reaction was cooled to room temperature and then diluted with 700 mL of water. The precipitate was collected by filtration and air-dried to give 5.8 g (49%) of 4-azidobenzonitrile as a light yellow solid. 1H NMR (300 MHz, DMSO-d6) δ: 7.88 (d, J=13.5 Hz, 2H), 7.31 (d, J=13.5 Hz, 2H) ppm.